Dataset: the Open Reaction Database (ORD), a public repository of structured organic reaction records. Task: describe an organic reaction: reactants, conditions, products, and yield As a reaction SMILES: [CH2:1]([N:8]1[C:20]2[CH:19]=[CH:18][CH:17]=[C:16]([O:21][CH2:22][CH2:23][N:24]3[CH2:29][CH2:28][N:27](C(OC(C)(C)C)=O)[CH2:26][CH2:25]3)[C:15]=2[C:14]2[C:9]1=[CH:10][CH:11]=[CH:12][CH:13]=2)[C:2]1[CH:7]=[CH:6][CH:5]=[CH:4][CH:3]=1.FC(F)(F)C(O)=O>C(Cl)Cl>[CH2:1]([N:8]1[C:20]2[CH:19]=[CH:18][CH:17]=[C:16]([O:21][CH2:22][CH2:23][N:24]3[CH2:25][CH2:26][NH:27][CH2:28][CH2:29]3)[C:15]=2[C:14]2[C:9]1=[CH:10][CH:11]=[CH:12][CH:13]=2)[C:2]1[CH:3]=[CH:4][CH:5]=[CH:6][CH:7]=1. Reaction conditions: time 1 hour. Procedure: A mixture of tert-Butyl 4-{2-[(9-Benzyl-9H-carbazol-4-yl)oxy]ethyl}-1-piperazinecarboxylate (0.0450 g, 0.0927 mmol), trifluoroacetic acid (2.5 mL), and CH2Cl2 (2.5 mL) is stirred at room temperature for 1 h. Trifluoroacetic acid and CH2Cl2 are then removed in vacuo and the residue is partitioned between CH2Cl2 and aq. sodium bicarbonate. The organic layers are dried over sodium sulfate and taken to dryness to give 0.0326 g (91%) of the title compound; IR (drift) 2935, 2821, 1584, 1456, 1353, 134... The yield is 91.2%. The solvent is C(Cl)Cl (CH2Cl2). Starting materials: C(C1=CC=CC=C1)N1C2=CC=CC=C2C=2C(=CC=CC12)OCCN1CCN(CC1)C(=O)OC(C)(C)C (tert-Butyl 4-{2-[(9-Benzyl-9H-carbazol-4-yl)oxy]ethyl}-1-piperazinecarboxylate), FC(C(=O)O)(F)F (trifluoroacetic acid). Product: C(C1=CC=CC=C1)N1C2=CC=CC=C2C=2C(=CC=CC12)OCCN1CCNCC1 (9-Benzyl-4-[2-(1-piperazinyl)ethoxy]-9H-carbazole).